From a dataset of the Open Reaction Database (ORD), a public repository of structured organic reaction records. describe an organic reaction: reactants, conditions, products, and yield Starting materials: O=C1Nc2ccccc2N(C(=O)CN2C(=O)c3ccccc3C2=O)C2CCCC12, COc1ccccc1CBr, CN(C)C=O, [Cl-], [H-], [NH4+], [Na+], O. The product is COc1ccccc1CN1C(=O)C2CCCC2N(C(=O)CN2C(=O)c3ccccc3C2=O)c2ccccc21. Reaction SMILES: [C:1]1(=[O:29])[c:2]2[c:3]([cH:25][cH:26][cH:27][cH:28]2)[C:4](=[O:24])[N:5]1[CH2:6][C:7](=[O:8])[N:9]1[c:10]2[c:11]([cH:20][cH:21][cH:22][cH:23]2)[NH:12][C:13](=[O:19])[CH:14]2[CH:15]1[CH2:16][CH2:17][CH2:18]2.[CH3:32][O:33][c:34]1[c:35]([CH2:36][Br:37])[cH:38][cH:39][cH:40][cH:41]1.[CH3:44][N:45]([CH3:46])[CH:47]=[O:48].[Cl-:42].[H-:30].[NH4+:43].[Na+:31].[OH2:49]>>[C:1]1(=[O:29])[c:2]2[c:3]([cH:25][cH:26][cH:27][cH:28]2)[C:4](=[O:24])[N:5]1[CH2:6][C:7](=[O:8])[N:9]1[c:10]2[c:11]([cH:20][cH:21][cH:22][cH:23]2)[N:12]([CH2:36][c:35]2[c:34]([O:33][CH3:32])[cH:41][cH:40][cH:39][cH:38]2)[C:13](=[O:19])[CH:14]2[CH:15]1[CH2:16][CH2:17][CH2:18]2. Reactants: Cl.NCCC1=CC=C(C=2NC(SC21)=O)O (7-(2-aminoethyl)-4-hydroxy-3H-benzothiazol-2-one hydrochloride), C(#N)[BH3-].[Na+] (sodium cyanoborohydride), aldehyde, C(C)OC(CCN(C(CCOCCC1=CC=CC=C1)=O)CCC1=CC=CC=C1)OCC (N-(3,3-diethoxypropyl)-N-phenethyl-3-phenethyloxy-propanamide), Cl (hydrochloric acid), N (Ammonia). Run in O (water), C(C)(=O)O (acetic acid), ClCCl (dichloromethane), CO (methanol), O1CCOCC1 (dioxane). Reaction conditions: time 30 minute. Yields the product O=CCCN(C(CCOCCC1=CC=CC=C1)=O)CCC1=CC=CC=C1 (N-(3-Oxopropyl)-N-phenethyl-3-phenethyloxy-propanamide). RXN SMILES: C([O:3][CH:4](OCC)[CH2:5][CH2:6][N:7]([CH2:21][CH2:22][C:23]1[CH:28]=[CH:27][CH:26]=[CH:25][CH:24]=1)[C:8](=[O:20])[CH2:9][CH2:10][O:11][CH2:12][CH2:13][C:14]1[CH:19]=[CH:18][CH:17]=[CH:16][CH:15]=1)C.Cl.Cl.NCCC1C2SC(=O)NC=2C(O)=CC=1.C([BH3-])#N.[Na+].N>O1CCOCC1.CO.O.C(O)(=O)C.ClCCl>[O:3]=[CH:4][CH2:5][CH2:6][N:7]([CH2:21][CH2:22][C:23]1[CH:28]=[CH:27][CH:26]=[CH:25][CH:24]=1)[C:8](=[O:20])[CH2:9][CH2:10][O:11][CH2:12][CH2:13][C:14]1[CH:15]=[CH:16][CH:17]=[CH:18][CH:19]=1 |f:2.3,4.5|. Procedure: A solution of N-(3,3-diethoxypropyl)-N-phenethyl-3-phenethyloxy-propanamide (Example 8b), 0.127 g) in dioxane (10 mL) was treated with concentrated hydrochloric acid (1 mL) and stirred at room temperature for 30 minutes. After this time the solution was diluted (dichloromethane 30 mL), washed with water (2×20 mL), brine (20 mL), dried over magnesium sulfate and concentrated to give the crude aldehyde product (0.13 g) which was used immediately. The crude aldehyde was dissolved in methanol (20 mL... Reactants: ClCCCCCBr, N#Cc1ccc(O)cc1, CN(C)C=O, [H-], [H][H], [Na+]. Yields the product N#Cc1ccc(OCCCCCCl)cc1. As a reaction SMILES: [Br:14][CH2:15][CH2:16][CH2:17][CH2:18][CH2:19][Cl:20].[C:1](#[N:2])[c:3]1[cH:4][cH:5][c:6]([OH:9])[cH:7][cH:8]1.[CH3:21][N:22]([CH3:23])[CH:24]=[O:25].[H-:10].[H:12][H:13].[Na+:11]>>[C:1](#[N:2])[c:3]1[cH:4][cH:5][c:6]([O:9][CH2:15][CH2:16][CH2:17][CH2:18][CH2:19][Cl:20])[cH:7][cH:8]1. Starting materials: N#Cc1ccc(Br)cc1C(F)(F)F, CCCCP(CCCC)CCCC, C=C[Sn](CCCC)(CCCC)CCCC, CCCCCC, Cc1ccccc1, [Cs+], [F-], [F-], [K+], O=C(C=Cc1ccccc1)C=Cc1ccccc1, O=C(C=Cc1ccccc1)C=Cc1ccccc1, O=C(C=Cc1ccccc1)C=Cc1ccccc1, [Pd], [Pd]. The product is C=Cc1ccc(C#N)c(C(F)(F)F)c1. As a reaction SMILES: [Br:1][c:2]1[cH:3][c:4]([C:10]([F:11])([F:12])[F:13])[c:5]([C:6]#[N:7])[cH:8][cH:9]1.[CH2:16]([CH2:17][CH2:27][CH3:28])[P:18]([CH2:19][CH2:20][CH2:21][CH3:22])[CH2:23][CH2:24][CH2:25][CH3:26].[CH2:35]([Sn:36]([CH2:37][CH2:38][CH2:39][CH3:40])([CH2:41][CH2:42][CH2:43][CH3:44])[CH:45]=[CH2:46])[CH2:47][CH2:48][CH3:49].[CH3:29][CH2:30][CH2:31][CH2:32][CH2:33][CH3:34].[CH3:52][c:53]1[cH:54][cH:55][cH:56][cH:57][cH:58]1.[Cs+:15].[F-:14].[F-:50].[K+:51].[O:61]=[C:62]([CH:63]=[CH:64][c:65]1[cH:66][cH:67][cH:68][cH:69][cH:70]1)[CH:71]=[CH:72][c:73]1[cH:74][cH:75][cH:76][cH:77][cH:78]1.[O:79]=[C:80]([CH:81]=[CH:82][c:83]1[cH:84][cH:85][cH:86][cH:87][cH:88]1)[CH:89]=[CH:90][c:91]1[cH:92][cH:93][cH:94][cH:95][cH:96]1.[O:97]=[C:98]([CH:99]=[CH:100][c:101]1[cH:102][cH:103][cH:104][cH:105][cH:106]1)[CH:107]=[CH:108][c:109]1[cH:110][cH:111][cH:112][cH:113][cH:114]1.[Pd:59].[Pd:60]>>[c:2]1([CH:16]=[CH2:17])[cH:3][c:4]([C:10]([F:11])([F:12])[F:13])[c:5]([C:6]#[N:7])[cH:8][cH:9]1.